From a dataset of the Open Reaction Database (ORD), a public repository of structured organic reaction records. describe an organic reaction: reactants, conditions, products, and yield Run at time 16 hour. As a reaction SMILES: Br[CH2:2][CH2:3][C:4]1([CH3:18])[CH2:9][CH2:8][C:7]2[C:10]([CH3:17])=[C:11]([OH:16])[C:12]([CH3:15])=[C:13]([CH3:14])[C:6]=2[O:5]1.[CH3:19][NH:20][CH3:21].O.[ClH:23]>CN(C)C=O.C(O)(C)C>[ClH:23].[CH3:19][N:20]([CH3:21])[CH2:2][CH2:3][C:4]1([CH3:18])[CH2:9][CH2:8][C:7]2[C:10]([CH3:17])=[C:11]([OH:16])[C:12]([CH3:15])=[C:13]([CH3:14])[C:6]=2[O:5]1 |f:6.7|. Reactants: Cl (hydrochloride), BrCCC1(OC2=C(CC1)C(=C(C(=C2C)C)O)C)C (3,4-dihydro-2-(2-bromoethyl)-2,5,7,8-tetramethyl-2H-1-benzopyran-6-ol), CNC (dimethylamine), O (Water). Run in C(C)(C)O (isopropanol), CN(C=O)C (dimethylformamide). The product is Cl.CN(CCC1(OC2=C(CC1)C(=C(C(=C2C)C)O)C)C)C (3,4-DIHYDRO-2-(2-DIMETHYLAMINOETHYL)-2,5,7,8-TETRA-METHYL-2H-1-BENZOPYRAN-6-OL HYDROCHLORIDE). Procedure: A mixture of 12.53 g of 3,4-dihydro-2-(2-bromoethyl)-2,5,7,8-tetramethyl-2H-1-benzopyran-6-ol and liquid dimethylamine in 50 ml of dimethylformamide is stirred at room temperature for 16 hours. Water is added and the product is extracted with ethyl ether. The extract is washed with water, dried over anhydrous sodium sulfate, filtered and evaporated. One equivalent of hydrochloride acid in isopropanol is added and the resulting precipitate is recrystallized twice from isopropanol/water to yield 9... Starting materials: C(CCCCCCCCCCCCCCCCCCCC=C)(=O)O (21-Docosenoic acid), alkane, C1(CCCCC1)BC1CCCCC1 (dicyclohexylborane), organoborane, C(C)(=O)[O-].[Na+] (sodium aceate), [I-].[Na+] (sodium iodide), CC=1C=CC(=CC1)S(=O)(=O)NCl (chloramine-T). Product: ICCCCCCCCCCCCCCCCCCCCCC(=O)O (22-Iododocosanoic acid). As a reaction SMILES: [C:1]([OH:24])(=[O:23])[CH2:2][CH2:3][CH2:4][CH2:5][CH2:6][CH2:7][CH2:8][CH2:9][CH2:10][CH2:11][CH2:12][CH2:13][CH2:14][CH2:15][CH2:16][CH2:17][CH2:18][CH2:19][CH2:20][CH:21]=[CH2:22].C1(BC2CCCCC2)CCCCC1.C([O-])(=O)C.[Na+].[I-:43].[Na+].CC1C=CC(S(NCl)(=O)=O)=CC=1>>[I:43][CH2:22][CH2:21][CH2:20][CH2:19][CH2:18][CH2:17][CH2:16][CH2:15][CH2:14][CH2:13][CH2:12][CH2:11][CH2:10][CH2:9][CH2:8][CH2:7][CH2:6][CH2:5][CH2:4][CH2:3][CH2:2][C:1]([OH:24])=[O:23] |f:2.3,4.5|. Procedure details: 21-Docosenoic acid (55mg. 0.16 mmol) was hydroborated with dicyclohexylborane (0.32 mmol) at 0° C. The organoborane was iodinated with a mixture of sodium aceate (0.32 mmol), sodium iodide (0.16 mmol), and chloramine-T (0.32 mmol). The product was isolated by a column chromotography on silica gel (10% ethyl acetate:hexane):yield 68 mg (91%); mp 71°-2° C.; m/e 466.5 (calcd 466.5); NMR (CDCl3), 1.2 δ (s, 36H, alkane), 2.1 (m, 4H, --CH2 --CO2H and --CH2CH2I), 3.0 (t, 2H, --CH2I, 11.9 (s, 1H, --CO2H... Starting materials: [BH4-], COc1ccc(CNc2cccc(CCCCC(=O)C=Cc3ccncn3)n2)cc1, CO, [Na+]. Product: COc1ccc(CNc2cccc(CCCCC(O)C=Cc3ccncn3)n2)cc1. RXN SMILES: [BH4-:31].[CH3:1][O:2][c:3]1[cH:4][cH:5][c:6]([CH2:7][NH:8][c:9]2[cH:10][cH:11][cH:12][c:13]([CH2:15][CH2:16][CH2:17][CH2:18][C:19]([CH:20]=[CH:21][c:22]3[n:23][cH:24][n:25][cH:26][cH:27]3)=[O:28])[n:14]2)[cH:29][cH:30]1.[CH3:33][OH:34].[Na+:32]>>[CH3:1][O:2][c:3]1[cH:4][cH:5][c:6]([CH2:7][NH:8][c:9]2[cH:10][cH:11][cH:12][c:13]([CH2:15][CH2:16][CH2:17][CH2:18][CH:19]([CH:20]=[CH:21][c:22]3[n:23][cH:24][n:25][cH:26][cH:27]3)[OH:28])[n:14]2)[cH:29][cH:30]1. Reactants: O (water), COC(C1=CC(=CC(=C1)O)Br)=O (3-bromo-5-hydroxybenzoic acid methyl ester), BrCC(=O)OC(C)(C)C (tert-butyl bromoacetate), [H-].[Na+] (sodium hydride). Run in CN(C)C=O (DMF). The product is C(C)(C)(C)OC(COC1=CC(=CC(=C1)Br)C(=O)OC)=O (2-(5-Bromo-3-methoxycarbonyl-phenoxy)-acetic acid tert-butyl ester). As a reaction SMILES: [CH3:1][O:2][C:3](=[O:12])[C:4]1[CH:9]=[C:8]([OH:10])[CH:7]=[C:6]([Br:11])[CH:5]=1.Br[CH2:14][C:15]([O:17][C:18]([CH3:21])([CH3:20])[CH3:19])=[O:16].[H-].[Na+].O>CN(C=O)C>[C:18]([O:17][C:15](=[O:16])[CH2:14][O:10][C:8]1[CH:7]=[C:6]([Br:11])[CH:5]=[C:4]([C:3]([O:2][CH3:1])=[O:12])[CH:9]=1)([CH3:21])([CH3:20])[CH3:19] |f:2.3|. Reported procedure: To a stirred solution of 3-bromo-5-hydroxybenzoic acid methyl ester (10.2 g) and tert-butyl bromoacetate (9.7 ml) in anhydrous DMF was added sodium hydride (60% dispersion in mineral oil, 2.69). After 30 min water (10 ml) aws added. The reaction mixture was partitioned between ethyl acetate and water. The aqueous phase was removed and the organic phase washed with further water, 1M sodium hydroxide solution and dried with brine and over sodium sulphate. Concentration under reduced pressure gave ...